This data is from the Open Reaction Database (ORD), a public repository of structured organic reaction records. The task is: describe an organic reaction: reactants, conditions, products, and yield Yield: 176.0%. Reactants: C1(=CC=CC=C1)C(C1=CC=CC=C1)=NC=1C=C2C=CC(=CC2=CC1)C(C(C)C)(O)C=1N=CN(C1)C(C1=CC=CC=C1)(C1=CC=CC=C1)C1=CC=CC=C1 (1-{6-[(Diphenylmethylene)amino]naphthalen-2-yl}-2-methyl-1-(1-trityl-1H-imidazol-4-yl)-1-propanol), [OH-].[Na+] (sodium hydroxide), C(C)(=O)[O-].[Na+] (sodium acetate), Cl.NO (hydroxylamine hydrochloride). Reaction conditions: time 20 minute. The product is NC=1C=C2C=CC(=CC2=CC1)C(C(C)C)(O)C=1N=CNC1 (1-(6-Aminonaphthalen-2-yl)-1-(1H-imidazol-4-yl)-2-methyl-1-propanol). RXN SMILES: C1(C(=[N:14][C:15]2[CH:16]=[C:17]3[C:22](=[CH:23][CH:24]=2)[CH:21]=[C:20]([C:25]([C:30]2[N:31]=[CH:32][N:33](C(C4C=CC=CC=4)(C4C=CC=CC=4)C4C=CC=CC=4)[CH:34]=2)([OH:29])[CH:26]([CH3:28])[CH3:27])[CH:19]=[CH:18]3)C2C=CC=CC=2)C=CC=CC=1.C([O-])(=O)C.[Na+].Cl.NO.[OH-].[Na+]>C1COCC1.CO>[NH2:14][C:15]1[CH:16]=[C:17]2[C:22](=[CH:23][CH:24]=1)[CH:21]=[C:20]([C:25]([C:30]1[N:31]=[CH:32][NH:33][CH:34]=1)([OH:29])[CH:26]([CH3:28])[CH3:27])[CH:19]=[CH:18]2 |f:1.2,3.4,5.6|. The solvent is C1CCOC1 (THF), CO (methanol). Reported procedure: 1-{6-[(Diphenylmethylene)amino]naphthalen-2-yl}-2-methyl-1-(1-trityl-1H-imidazol-4-yl)-1-propanol (1.0 g) was dissolved in THF (5 ml)-methanol (5 ml). To the solution were added sodium acetate (285 mg) and hydroxylamine hydrochloride (181 mg), and the mixture was stirred at room temperature for 20 min. To the mixture was added 0.1N-aqueous solution of sodium hydroxide, and the mixture was extracted with ethyl acetate, washed with saturated sodium chloride solution and dried. The solvent was dist... Reactants: [O-]P(=O)([O-])[O-].[K+].[K+].[K+] (potassium phosphate tribasic), BrC=C(C)C1=CC=NC=C1 (4-(2-Bromo-1-methyl-vinyl)-pyridine), N1[C@H](C(=O)O)CCC1 (L-proline), C(C=C)N1CC2=C(NC=3C=CC(=CC23)Cl)CC1 (2-allyl-8-chloro-2,3,4,5-tetrahydro-1H-pyrido[4,3-b]indole). The reagents and catalysts are [Cu](I)I (copper Iodide). Solvent: CN(C)C=O (DMF), C(Cl)Cl (DCM), CO (MeOH). Run at temperature 120 celsius. Yields the product C(C=C)N1CC2=C(N(C=3C=CC(=CC23)Cl)C=C(C)C2=CC=NC=C2)CC1 (2-Allyl-8-chloro-5-(2-pyridin-4-yl-propenyl)-2,3,4,5-tetrahydro-1H-pyrido[4,3-b]indole). The yield is 25.7%. RXN SMILES: [O-]P([O-])([O-])=O.[K+].[K+].[K+].Br[CH:10]=[C:11]([C:13]1[CH:18]=[CH:17][N:16]=[CH:15][CH:14]=1)[CH3:12].N1CCC[C@H]1C(O)=O.[CH2:27]([N:30]1[CH2:43][CH2:42][C:33]2[NH:34][C:35]3[CH:36]=[CH:37][C:38]([Cl:41])=[CH:39][C:40]=3[C:32]=2[CH2:31]1)[CH:28]=[CH2:29]>C(Cl)Cl.[Cu](I)I.CO.CN(C=O)C>[CH2:27]([N:30]1[CH2:43][CH2:42][C:33]2[N:34]([CH:10]=[C:11]([C:13]3[CH:18]=[CH:17][N:16]=[CH:15][CH:14]=3)[CH3:12])[C:35]3[CH:36]=[CH:37][C:38]([Cl:41])=[CH:39][C:40]=3[C:32]=2[CH2:31]1)[CH:28]=[CH2:29] |f:0.1.2.3|. Procedure: In a 100 mL screw-cap bottle, potassium phosphate tribasic (1.75 g, 8.25 mmol) was taken. 4-(2-Bromo-1-methyl-vinyl)-pyridine (1.1 g, 5.55 mmol) was added under nitrogen at RT. DMF (15 mL) was added and nitrogen was purged into it for 1-2 min. L-proline, (140 mg, 1.21 mmol), copper Iodide (235 mg, 1.21 mmol), and 2-allyl-8-chloro-2,3,4,5-tetrahydro-1H-pyrido[4,3-b]indole (1 g, 4.06 mmol) were added one by one with nitrogen purging. The screw-cap bottle was closed tightly and the contents heated ... Starting materials: C(CC(=O)OCC)(=O)OCC (diethyl malonate), CC[O-].[Na+].CCO (NaOEt EtOH), C1(=CC=CC=C1)S(=O)(=O)OC1CCN(CC1)C(=O)OC(C)(C)C (1-tert-butoxycarbonylpiperidin-4-yl benzenesulfonate). Solvent: CCO (EtOH). Run at time 22 hour. The product is C(C)OC(C(C(=O)OCC)C1CCN(CC1)C(=O)OC(C)(C)C)=O (diethyl[1-(tert-butoxycarbonyl)piperidin-4-yl]malonate). RXN SMILES: C1(S(O[CH:11]2[CH2:16][CH2:15][N:14]([C:17]([O:19][C:20]([CH3:23])([CH3:22])[CH3:21])=[O:18])[CH2:13][CH2:12]2)(=O)=O)C=CC=CC=1.[C:24]([O:32][CH2:33][CH3:34])(=[O:31])[CH2:25][C:26]([O:28][CH2:29][CH3:30])=[O:27].CC[O-].[Na+].CCO>CCO>[CH2:29]([O:28][C:26](=[O:27])[CH:25]([CH:11]1[CH2:12][CH2:13][N:14]([C:17]([O:19][C:20]([CH3:21])([CH3:22])[CH3:23])=[O:18])[CH2:15][CH2:16]1)[C:24]([O:32][CH2:33][CH3:34])=[O:31])[CH3:30] |f:2.3.4|. Procedure details: A mixture of 1-tert-butoxycarbonylpiperidin-4-ol, triethylamine, benzenesulfonyl chloride, and methylene chloride was stirred at ambient temperature for 2 days to yield 1-tert-butoxycarbonylpiperidin-4-yl benzenesulfonate. A mixture of 1-tert-butoxycarbonylpiperidin-4-yl benzenesulfonate obtained, diethyl malonate, 20% NaOEt-EtOH, and EtOH was heated under reflux with stirring for 22 hours to yield diethyl[1-(tert-butoxycarbonyl)piperidin-4-yl]malonate. A mixture of diethyl [1-(tert-butoxycarbon... Starting materials: COC(=O)c1ccc(-c2ccn(C)n2)cc1Cl, CO, [Na+], [OH-]. Product: Cn1ccc(-c2ccc(C(=O)O)c(Cl)c2)n1. As a reaction SMILES: [CH3:1][O:2][C:3]([c:4]1[c:5]([Cl:16])[cH:6][c:7](-[c:10]2[n:11][n:12]([CH3:15])[cH:13][cH:14]2)[cH:8][cH:9]1)=[O:17].[CH3:20][OH:21].[Na+:19].[OH-:18]>>[O:2]=[C:3]([c:4]1[c:5]([Cl:16])[cH:6][c:7](-[c:10]2[n:11][n:12]([CH3:15])[cH:13][cH:14]2)[cH:8][cH:9]1)[OH:17]. Reactants: Cl.C(#N)C1=CC=C(C=C1)NN (4-Cyanophenyl hydrazine hydrochloride), C(C1=CC=CC=C1)(=O)OC1CCCCC1 (4-benzoyloxy-cyclohexane). The solvent is C(C)(=O)O (acetic acid). Product: C(C1=CC=CC=C1)(=O)OC1CCC=2NC3=CC=C(C=C3C2C1)C#N (3-benzoyloxy-6-cyano-1,2,3,4-tetrahydrocarbazole). The yield is 47.8%. Reaction SMILES: Cl.[C:2]([C:4]1[CH:9]=[CH:8][C:7]([NH:10]N)=[CH:6][CH:5]=1)#[N:3].[C:12]([O:20][CH:21]1[CH2:26][CH2:25][CH2:24][CH2:23][CH2:22]1)(=[O:19])[C:13]1[CH:18]=[CH:17][CH:16]=[CH:15][CH:14]=1>C(O)(=O)C>[C:12]([O:20][CH:21]1[CH2:22][C:23]2[C:8]3[C:7](=[CH:6][CH:5]=[C:4]([C:2]#[N:3])[CH:9]=3)[NH:10][C:24]=2[CH2:25][CH2:26]1)(=[O:19])[C:13]1[CH:18]=[CH:17][CH:16]=[CH:15][CH:14]=1 |f:0.1|. Procedure: 4-Cyanophenyl hydrazine hydrochloride (20.2 g) and 4-benzoyloxy-cyclohexane (25.9 g) were dissolved in glacial acetic acid (400 ml) and the mixture was heated under reflux for 1.5 hr. After allowing to cool, the mixture was filtered, and the filtrate was evaporated to dryness, and neutralized with aqueous sodium bicarbonate solution to give a solid precipitate, which was purified by chromatography (SiO2 ; hexane/ethyl acetate) to give 3-benzoyloxy-6-cyano-1,2,3,4-tetrahydrocarbazole (18 g). This... RXN SMILES: [CH3:1][c:2]1[n:3][o:4][c:5]([CH3:28])[c:6]1[CH2:7][n:8]1[n:9][cH:10][c:11]([N:13]2[C:14](=[O:27])[N:15]([CH2:19][c:20]3[c:21]([OH:26])[cH:22][cH:23][cH:24][cH:25]3)[CH2:16][C:17]2=[O:18])[cH:12]1.[CH3:29][O:30][CH2:31][CH2:32][Br:33].[CH3:34][S:35]([CH3:36])=[O:37]>>[CH3:1][c:2]1[n:3][o:4][c:5]([CH3:28])[c:6]1[CH2:7][n:8]1[n:9][cH:10][c:11]([N:13]2[C:14](=[O:27])[N:15]([CH2:19][c:20]3[c:21]([O:26][CH2:32][CH2:31][O:30][CH3:29])[cH:22][cH:23][cH:24][cH:25]3)[CH2:16][C:17]2=[O:18])[cH:12]1. The product is COCCOc1ccccc1CN1CC(=O)N(c2cnn(Cc3c(C)noc3C)c2)C1=O. The reactants are Cc1noc(C)c1Cn1cc(N2C(=O)CN(Cc3ccccc3O)C2=O)cn1, COCCBr, CS(C)=O. Reactants: N#Cc1ccnc(Cl)c1, CCNC(=O)Nc1ccc(-c2nc3c(c(N4CCOCC4C)n2)CCNC3)cc1. Yields the product CCNC(=O)Nc1ccc(-c2nc3c(c(N4CCOCC4C)n2)CCN(c2cc(C#N)ccn2)C3)cc1. As a reaction SMILES: [C:30](#[N:31])[c:32]1[cH:33][c:34]([Cl:38])[n:35][cH:36][cH:37]1.[CH2:1]([CH3:2])[NH:3][C:4](=[O:5])[NH:6][c:7]1[cH:8][cH:9][c:10](-[c:13]2[n:14][c:15]([N:23]3[CH:24]([CH3:29])[CH2:25][O:26][CH2:27][CH2:28]3)[c:16]3[c:17]([n:18]2)[CH2:19][NH:20][CH2:21][CH2:22]3)[cH:11][cH:12]1>>[CH2:1]([CH3:2])[NH:3][C:4](=[O:5])[NH:6][c:7]1[cH:8][cH:9][c:10](-[c:13]2[n:14][c:15]([N:23]3[CH:24]([CH3:29])[CH2:25][O:26][CH2:27][CH2:28]3)[c:16]3[c:17]([n:18]2)[CH2:19][N:20]([c:34]2[cH:33][c:32]([C:30]#[N:31])[cH:37][cH:36][n:35]2)[CH2:21][CH2:22]3)[cH:11][cH:12]1.